This data is from the Open Reaction Database (ORD), a public repository of structured organic reaction records. The task is: describe an organic reaction: reactants, conditions, products, and yield Product: CCOC(=O)c1nnc(Cl)cc1OCC. The reactants are C1CCOC1, CCOC(=O)c1nnc(Cl)cc1Cl, CCOC(C)=O, CC[O-], Cl, [Na+], [Na+], O=C([O-])O. Reaction SMILES: [CH2:24]1[O:25][CH2:26][CH2:27][CH2:28]1.[CH2:5]([CH3:6])[O:7][C:8](=[O:9])[c:10]1[n:11][n:12][c:13]([Cl:17])[cH:14][c:15]1[Cl:16].[CH3:29][CH2:30][O:31][C:32]([CH3:33])=[O:34].[CH3:2][CH2:3][O-:4].[ClH:18].[Na+:1].[Na+:23].[O-:19][C:20]([OH:21])=[O:22]>>[CH3:2][CH2:3][O:4][c:15]1[c:10]([C:8]([O:7][CH2:5][CH3:6])=[O:9])[n:11][n:12][c:13]([Cl:17])[cH:14]1. Starting materials: C1(=C(C=CC=C1)N)N (phenylene diamine), [N+](=O)([O-])NC1=CC=CC=C1 (nitroaniline), S(O)(O)(=O)=O (sulfuric acid), [As](O)(O)(O)=O (arsenic acid), [N+](=O)([O-])C=1C=C(C=CC1)S(=O)(=O)O (m-nitrobenzene sulfonic acid). Solvent: OCC(O)CO (glycerine). The product is NC1=NC2=CC=CC=C2C=C1 (amino-quinoline). Reaction SMILES: [C:1]1([NH2:8])[CH:6]=[CH:5][CH:4]=[CH:3][C:2]=1N.[N+]([NH:12][C:13]1C=CC=[CH:15][CH:14]=1)([O-])=O.S(=O)(=O)(O)O.[As](=O)(O)(O)O.[N+](C1C=C(S(O)(=O)=O)C=CC=1)([O-])=O>OCC(CO)O>[NH2:12][C:13]1[CH:14]=[CH:15][C:2]2[C:1](=[CH:6][CH:5]=[CH:4][CH:3]=2)[N:8]=1. Reported procedure: In a Skraup synthesis, a phenylene diamine (148) or a nitroaniline is reacted with glycerine (149) and sulfuric acid or arsenic acid and an oxidizing agent, such as m-nitrobenzene sulfonic acid (Scheme 66). ##STR86## An intermediate amino- or nitro-guinoline or isoguinoline is produced. In the case of the amino-quinoline, it is not isolated, as it reacts immediately with excess reagents to yield the phenanthroline. If a nitro-aniline has been used to produce a nitroguinoline, it is isolated and ... Reactants: NCCC[Si](OCC)(OCC)OCC (3-aminopropyltriethoxysilane), C1(O)=CC=C(O)C=C1 (hydroquinone). Run in C1(=CC=CC=C1)C (toluene). Yields the product O1NC=CC2=C1C=CC=C2 (Benzoxazine). The yield is 65.0%. Reaction SMILES: [NH2:1][CH2:2][CH2:3][CH2:4][Si](OCC)(OCC)OCC.[C:15]1(C=[CH:21][C:19](O)=[CH:18][CH:17]=1)[OH:16]>C1(C)C=CC=CC=1>[O:16]1[C:15]2[CH:17]=[CH:18][CH:19]=[CH:21][C:4]=2[CH:3]=[CH:2][NH:1]1. Procedure: This compound was prepared according to the method described previously using 3-aminopropyltriethoxysilane (22.1 g, 100 mmole), paraformaldehade (6.3 g, 210 mmole), hydroquinone (5.5 g, 50 mmole), and toluene (150 ml). The final product was a viscous liquid. The yield was 65% of theory. The reactants are O=C1CCC(CC1)C(=O)OCC (ethyl 4-oxo-cyclohexylcarboxylate), O=C1CCC(CC1)C(=O)OCC (ethyl 4-oxo-cyclohexylcarboxylate), O (water), [Br-].C1(=CC=CC=C1)C(C1=CC=CC=C1)(C1=CC=CC=C1)[PH3+] (Triphenylmethylphosphonium bromide), CC(C)([O-])C.[K+] (potassium tert-butoxide). Run in C1CCOC1 (THF), C1CCOC1 (THF). Reaction conditions: temperature 0 celsius. Product: C=C1CCC(CC1)C(=O)OCC (Ethyl 4-methylenecyclohexylcarboxylate). Yield: 95.7%. RXN SMILES: [Br-].C1(C([PH3+])(C2C=CC=CC=2)C2C=CC=CC=2)C=CC=CC=1.[CH3:22][C:23]([CH3:26])([O-])[CH3:24].[K+].O=C1C[CH2:33][CH:32]([C:35]([O:37][CH2:38][CH3:39])=[O:36])[CH2:31]C1.O>C1COCC1>[CH2:22]=[C:23]1[CH2:26][CH2:33][CH:32]([C:35]([O:37][CH2:38][CH3:39])=[O:36])[CH2:31][CH2:24]1 |f:0.1,2.3|. Reported procedure: Triphenylmethylphosphonium bromide (53.7 g, 0.15 mol) was dissolved in 500 mL of THF, and potassium tert-butoxide (16.8 g, 0.15 mol) was added at −20° C. Reacted for 0.5 h after the temperature was raised to 0° C. Subsequently, ethyl 4-oxo-cyclohexylcarboxylate (Compound 8-1) (17 g, 0.1 mol) was dissolved in 100 mL of THF and added dropwise to the flask under nitrogen, reacted at room temperature for 3 hours, then a small amount of water was added to dissolve the solid, and rotary evaporated to ...